Task: describe an organic reaction: reactants, conditions, products, and yield. Dataset: the Open Reaction Database (ORD), a public repository of structured organic reaction records Starting materials: NC=1C=C(C=CC1F)N1C=C(C(C2=CC(=C(C(=C12)Cl)F)F)=O)C(=O)O (1-(3-Amino-4-fluorophenyl)-8-chloro-6,7-difluoro-4-oxo-1,4-dihydroquinoline-3-carboxylic acid), CN (methylamine). Solvent: N1=CC=CC=C1 (pyridine). Reaction conditions: time 15 hour. The product is NC=1C=C(C=CC1F)N1C=C(C(C2=CC(=C(C(=C12)Cl)NC)F)=O)C(=O)O (1-(3-Amino-4-fluorophenyl)-8-chloro-6-fluoro-7-methylamino-4-oxo-1,4-dihydroquinoline-3-carboxylic Acid). Yield: 68.0%. Reaction SMILES: [NH2:1][C:2]1[CH:3]=[C:4]([N:9]2[C:18]3[C:13](=[CH:14][C:15]([F:21])=[C:16](F)[C:17]=3[Cl:19])[C:12](=[O:22])[C:11]([C:23]([OH:25])=[O:24])=[CH:10]2)[CH:5]=[CH:6][C:7]=1[F:8].[CH3:26][NH2:27]>N1C=CC=CC=1>[NH2:1][C:2]1[CH:3]=[C:4]([N:9]2[C:18]3[C:13](=[CH:14][C:15]([F:21])=[C:16]([NH:27][CH3:26])[C:17]=3[Cl:19])[C:12](=[O:22])[C:11]([C:23]([OH:25])=[O:24])=[CH:10]2)[CH:5]=[CH:6][C:7]=1[F:8]. Procedure: 1-(3-Amino-4-fluorophenyl)-8-chloro-6,7-difluoro-4-oxo-1,4-dihydroquinoline-3-carboxylic acid (300 mg) and an aqueous solution (about 40%; 500 mg) of methylamine were added to pyridine (1,200 mg), and the mixture was stirred at room temperature for 15 hours. The reaction mixture was concentrated under reduced pressure. A process of adding ethanol (2 ml) to the residue and then concentrating the mixture under reduced pressure was conducted twice repeatedly. Ethanol (2 ml) was added to the resulta... Starting materials: CC(C)(C)OC(=O)N1CCN(S(=O)(=O)c2ccc(C3CC3)cc2)C(C(=O)O)C1, CCN=C=NCCCN(C)C, CN(C)C=O, Cl, NCc1ccc(OC(F)(F)F)cc1, O, On1nnc2ccccc21. Yields the product CC(C)(C)OC(=O)N1CCN(S(=O)(=O)c2ccc(C3CC3)cc2)C(C(=O)NCc2ccc(OC(F)(F)F)cc2)C1. As a reaction SMILES: [C:1]([CH3:2])([CH3:3])([CH3:4])[O:5][C:6](=[O:7])[N:8]1[CH2:9][CH:10]([C:26](=[O:27])[OH:28])[N:11]([S:14](=[O:15])(=[O:16])[c:17]2[cH:18][cH:19][c:20]([CH:23]3[CH2:24][CH2:25]3)[cH:21][cH:22]2)[CH2:12][CH2:13]1.[CH2:30]([N:31]=[C:32]=[N:33][CH2:34][CH2:35][CH2:36][N:37]([CH3:38])[CH3:39])[CH3:40].[CH3:65][N:66]([CH3:67])[CH:68]=[O:69].[ClH:29].[F:52][C:53]([O:54][c:55]1[cH:56][cH:57][c:58]([CH2:59][NH2:60])[cH:61][cH:62]1)([F:63])[F:64].[OH2:41].[OH:42][n:43]1[c:44]2[cH:45][cH:46][cH:47][cH:48][c:49]2[n:50][n:51]1>>[C:1]([CH3:2])([CH3:3])([CH3:4])[O:5][C:6](=[O:7])[N:8]1[CH2:9][CH:10]([C:26](=[O:28])[NH:60][CH2:59][c:58]2[cH:57][cH:56][c:55]([O:54][C:53]([F:52])([F:63])[F:64])[cH:62][cH:61]2)[N:11]([S:14](=[O:15])(=[O:16])[c:17]2[cH:18][cH:19][c:20]([CH:23]3[CH2:24][CH2:25]3)[cH:21][cH:22]2)[CH2:12][CH2:13]1. Reactants: COc1ccc(N2CCNCC2)cc1, CCN(C(C)C)C(C)C, O=CCCc1cc(-c2ccccc2)n(-c2ccccc2)n1. Yields the product COc1ccc(N2CCN(CCCc3cc(-c4ccccc4)n(-c4ccccc4)n3)CC2)cc1. RXN SMILES: [CH3:22][O:23][c:24]1[cH:25][cH:26][c:27]([N:30]2[CH2:31][CH2:32][NH:33][CH2:34][CH2:35]2)[cH:28][cH:29]1.[CH:36]([N:37]([CH2:38][CH3:39])[CH:40]([CH3:41])[CH3:42])([CH3:43])[CH3:44].[c:1]1(-[n:7]2[n:8][c:9]([CH2:18][CH2:19][CH:20]=[O:21])[cH:10][c:11]2-[c:12]2[cH:13][cH:14][cH:15][cH:16][cH:17]2)[cH:2][cH:3][cH:4][cH:5][cH:6]1>>[c:1]1(-[n:7]2[n:8][c:9]([CH2:18][CH2:19][CH2:20][N:33]3[CH2:32][CH2:31][N:30]([c:27]4[cH:26][cH:25][c:24]([O:23][CH3:22])[cH:29][cH:28]4)[CH2:35][CH2:34]3)[cH:10][c:11]2-[c:12]2[cH:13][cH:14][cH:15][cH:16][cH:17]2)[cH:2][cH:3][cH:4][cH:5][cH:6]1.